Task: describe an organic reaction: reactants, conditions, products, and yield. Dataset: the Open Reaction Database (ORD), a public repository of structured organic reaction records Reactants: O=C(O)c1ccc(C(F)(F)F)cn1, COc1ccc(N)cn1. Reagents/catalysts: C1CCC(CC1)N=C=NC2CCCCC2 (DCC), C1=CC2=C(N=C1)N(N=N2)O (HOAt). The solvent is CN(C)C=O (DMF), CN(C)C=O (DMF), CN(C)C=O (DMF), CN(C)C=O (DMF), CN(C)C=O (DMF), CN(C)C=O (DMF). Run at temperature 25 celsius, time 2 hour. Product: COc1ccc(NC(=O)c2ccc(C(F)(F)F)cn2)cn1. Isolated yield 82.0%. As a reaction SMILES: COc1ccc(N)cn1.O=C(O)c1ccc(C(F)(F)F)cn1.C1CCC(CC1)N=C=NC2CCCCC2.C1=CC2=C(N=C1)N(N=N2)O.CN(C)C=O>>COc1ccc(NC(=O)c2ccc(C(F)(F)F)cn2)cn1.